The task is: describe an organic reaction: reactants, conditions, products, and yield. This data is from the Open Reaction Database (ORD), a public repository of structured organic reaction records. Reactants: CCO, COC(=O)Nc1cc(OC2CCC(C)C2)c(Cl)cc1F, [Na+], [OH-]. Yields the product CC1CCC(Oc2cc(N)c(F)cc2Cl)C1. As a reaction SMILES: [CH2:23]([OH:24])[CH3:25].[F:3][c:4]1[c:5]([NH:18][C:19](=[O:20])[O:21][CH3:22])[cH:6][c:7]([O:11][CH:12]2[CH2:13][CH:14]([CH3:17])[CH2:15][CH2:16]2)[c:8]([Cl:10])[cH:9]1.[Na+:2].[OH-:1]>>[F:3][c:4]1[c:5]([NH2:18])[cH:6][c:7]([O:11][CH:12]2[CH2:13][CH:14]([CH3:17])[CH2:15][CH2:16]2)[c:8]([Cl:10])[cH:9]1. Starting materials: CCCCCC, COC(=O)c1ccc(CC(C)=O)c(Cl)c1, NCC(O)c1cccc(C(F)(F)F)c1. Product: COC(=O)c1ccc(CC(C)NCC(O)c2cccc(C(F)(F)F)c2)c(Cl)c1. RXN SMILES: [CH3:30][CH2:31][CH2:32][CH2:33][CH2:34][CH3:35].[Cl:1][c:2]1[c:3]([CH2:12][C:13]([CH3:14])=[O:15])[cH:4][cH:5][c:6]([C:8](=[O:9])[O:10][CH3:11])[cH:7]1.[OH:16][CH:17]([CH2:18][NH2:19])[c:20]1[cH:21][c:22]([C:26]([F:27])([F:28])[F:29])[cH:23][cH:24][cH:25]1>>[Cl:1][c:2]1[c:3]([CH2:12][CH:13]([CH3:14])[NH:19][CH2:18][CH:17]([OH:16])[c:20]2[cH:21][c:22]([C:26]([F:27])([F:28])[F:29])[cH:23][cH:24][cH:25]2)[cH:4][cH:5][c:6]([C:8](=[O:9])[O:10][CH3:11])[cH:7]1. Reactants: C(C)(=O)O (Acetic acid), C(CCC#C)(=O)O (4-pentynoic acid), ON1C(CCC1=O)=O (N-hydroxy succinimide), C1CCC(CC1)N=C=NC2CCCCC2 (DCC). Solvent: C1CCOC1 (THF). Reaction conditions: temperature -10 celsius, time 1 hour. The product is O=C1N(C(CC1)=O)OC(CCC#C)=O (Pent-4-ynoic acid 2,5-dioxo-pyrrolidin-1-yl ester). Yield: 100.5%. As a reaction SMILES: [C:1]([OH:7])(=[O:6])[CH2:2][CH2:3][C:4]#[CH:5].O[N:9]1[C:13](=[O:14])[CH2:12][CH2:11][C:10]1=[O:15].C1CCC(N=C=NC2CCCCC2)CC1.C(O)(=O)C>C1COCC1>[O:15]=[C:10]1[CH2:11][CH2:12][C:13](=[O:14])[N:9]1[O:6][C:1](=[O:7])[CH2:2][CH2:3][C:4]#[CH:5]. Procedure: 4-pentynoic acid (5.0 g, 51 mmol) and N-hydroxy succinimide (5.87 g, 51 mmol) were added to a solution of DCC (12.6 g, 61.2 mmol) in THF (125 ml) at −10° C. The mixture was then stirred for 1 h at −10° C. then left to stir at room temperature overnight. (A white precipitate was observed after 15 min). Acetic acid (0.63 ml) was then added. The resulting DCU was removed by filtration. The filtrate was then evaporated to give 10a (10 g, 100% crude yield). Reported procedure: 3-Nitrophenol (50.0 g, 360 mmol), isopropyl iodide (76.19 g, 450 mmol), and potassium carbonate (60 g) were combined and refluxed under nitrogen overnight in 400 ml of acetone. The reaction mixture was cooled, and the solvent was removed in vacuo . The reaction was combined with about 300 ml of water and thereafter extracted with four 100 ml portions of ethyl acetate. The ethyl acetate extracts were combined and washed twice with lN sodium hydroxide and brine, dried over anhydrous sodium sulfate... Isolated yield 85.9%. Yields the product C(C)(C)OC=1C=C(C=CC1)[N+](=O)[O-] (3-isopropoxynitrobenzene). RXN SMILES: [N+:1]([C:4]1[CH:5]=[C:6]([OH:10])[CH:7]=[CH:8][CH:9]=1)([O-:3])=[O:2].[CH:11](I)([CH3:13])[CH3:12].C(=O)([O-])[O-].[K+].[K+]>CC(C)=O>[CH:11]([O:10][C:6]1[CH:5]=[C:4]([N+:1]([O-:3])=[O:2])[CH:9]=[CH:8][CH:7]=1)([CH3:13])[CH3:12] |f:2.3.4|. The reactants are [N+](=O)([O-])C=1C=C(C=CC1)O (3-Nitrophenol), C(C)(C)I (isopropyl iodide), C([O-])([O-])=O.[K+].[K+] (potassium carbonate). Run in CC(=O)C (acetone). Reactants: O([Si](C)(C)C(C)(C)C)C=1C=C(C=CC1)COC=C1C2C(C=C(C(CC1)C2)C2=CC=CC=C2)C2=CC=CC=C2 ((3-tert-Butyldimethylsiloxyphenyl)methoxymethylene-2,4-diphenyl bicyclo[3.3.1]non-2-ene), [F-].C(CCC)[N+](CCCC)(CCCC)CCCC (tetra-n-butylammonium fluoride). Solvent: C1CCOC1 (THF), C1CCOC1 (THF). Conditions: time 2 hour. Product: OC=1C=C(C=CC1)COC=C1C2C(C=C(C(CC1)C2)C2=CC=CC=C2)C2=CC=CC=C2 ((3-Hydroxyphenyl)methoxymethylene-2,4-diphenyl bicyclo[3.3.1]non-2-ene). As a reaction SMILES: [O:1]([C:9]1[CH:10]=[C:11]([CH2:15][O:16][CH:17]=[C:18]2[CH2:25][CH2:24][CH:23]3[CH2:26][CH:19]2[CH:20]([C:33]2[CH:38]=[CH:37][CH:36]=[CH:35][CH:34]=2)[CH:21]=[C:22]3[C:27]2[CH:32]=[CH:31][CH:30]=[CH:29][CH:28]=2)[CH:12]=[CH:13][CH:14]=1)[Si](C(C)(C)C)(C)C.[F-].C([N+](CCCC)(CCCC)CCCC)CCC>C1COCC1>[OH:1][C:9]1[CH:10]=[C:11]([CH2:15][O:16][CH:17]=[C:18]2[CH2:25][CH2:24][CH:23]3[CH2:26][CH:19]2[CH:20]([C:33]2[CH:34]=[CH:35][CH:36]=[CH:37][CH:38]=2)[CH:21]=[C:22]3[C:27]2[CH:32]=[CH:31][CH:30]=[CH:29][CH:28]=2)[CH:12]=[CH:13][CH:14]=1 |f:1.2|. Procedure details: To a solution of 9.6 parts of (3-tert-Butyldimethylsiloxyphenyl) methoxy methylene-2,4-diphenyl bicyclo(3.3.1]non-2-ene (78) in 100 mL of THF was added 9 parts of 70% tetra-n-butylammonium fluoride in 30 mL of THF over a period of 10 minutes and stirring was continued for two hours. TLC on silica gel plate showed the formation of new product. Solvent was evaporated under reduced pressure and the oily material was dissolved in 300 mL of methylene chloride and washed with 2×100 mL of water. After ... Starting materials: C(C)(C)(C)OC(=O)N1[C@@H](CC(C1)=NOC)C(=O)O ((2S,4EZ)-1-(tert-butoxycarbonyl)-4-(methoxyimino)-2-pyrrolidinecarboxylic acid), C1(=CC=C(C=C1)C(=O)Cl)C1=CC=CC=C1 ([1,1′-biphenyl]-4-carbonyl chloride), N[C@H]([C@@H](O)C1=CC=C(C=C1)[N+](=O)[O-])CO ((1S,2S)-2-amino-1-(4-nitrophenyl)-1,3-propanediol). The product is C1(=CC=C(C=C1)C(=O)N1[C@@H](CC(C1)=NOC)C(=O)N[C@H]([C@H](C1=CC=C(C=C1)[N+](=O)[O-])O)CO)C1=CC=CC=C1 ((2S,4EZ)-1-([1,1′-biphenyl]-4-ylcarbonyl)-N-[(1S,2S)-2-hydroxy-1-(hydroxymethyl)-2-(4-nitrophenyl)ethyl]-4-(methoxyimino)-2-pyrrolidinecarboxamide). Reaction SMILES: C(O[C:6]([N:8]1[CH2:12][C:11](=[N:13][O:14][CH3:15])[CH2:10][C@H:9]1[C:16]([OH:18])=O)=[O:7])(C)(C)C.[C:19]1([C:28]2[CH:33]=[CH:32][CH:31]=[CH:30][CH:29]=2)[CH:24]=[CH:23][C:22](C(Cl)=O)=[CH:21][CH:20]=1.[NH2:34][C@@H:35]([CH2:47][OH:48])[C@H:36]([C:38]1[CH:43]=[CH:42][C:41]([N+:44]([O-:46])=[O:45])=[CH:40][CH:39]=1)[OH:37]>>[C:28]1([C:19]2[CH:20]=[CH:21][CH:22]=[CH:23][CH:24]=2)[CH:29]=[CH:30][C:31]([C:6]([N:8]2[CH2:12][C:11](=[N:13][O:14][CH3:15])[CH2:10][C@H:9]2[C:16]([NH:34][C@@H:35]([CH2:47][OH:48])[C@@H:36]([OH:37])[C:38]2[CH:39]=[CH:40][C:41]([N+:44]([O-:46])=[O:45])=[CH:42][CH:43]=2)=[O:18])=[O:7])=[CH:32][CH:33]=1. Reported procedure: Following the general method as outlined in Example 22, starting from (2S,4EZ)-1-(tert-butoxycarbonyl)-4-(methoxyimino)-2-pyrrolidinecarboxylic acid, [1,1′-biphenyl]-4-carbonyl chloride, and (1S,2S)-2-amino-1-(4-nitrophenyl)-1,3-propanediol, the title compound was obtained in 70% purity by HPLC. MS(ESI+): m/z=533. The reactants are C(Cl)Cl (Methylene chloride), Cl[Si](C)(C)C (chlorotrimethylsilane), C(#N)[BH3-].[Na+] (sodium cyanoborohydride), C1(CC1)C1=CC=C(C=C1)C(=O)C=1SC(=CC1O[C@H]1[C@@H]([C@H]([C@@H]([C@H](C1)COCC1=CC=CC=C1)OCC1=CC=CC=C1)OCC1=CC=CC=C1)OCC1=CC=CC=C1)C ((4-cyclopropylphenyl)-[5-methyl-3-((1R,2S,3S,4R,5R)-2,3,4-trisbenzyloxy-5-benzyloxymethylcyclohexyloxy)thiophen-2-yl]methanone). Run in C(C)#N (acetonitrile). Run at temperature 0 celsius, time 1 hour. The product is C1(CC1)C1=CC=C(CC=2SC(=CC2O[C@H]2[C@@H]([C@H]([C@@H]([C@H](C2)COCC2=CC=CC=C2)OCC2=CC=CC=C2)OCC2=CC=CC=C2)OCC2=CC=CC=C2)C)C=C1 (2-(4-Cyclopropylbenzyl)-5-methyl-3-[(1R,2S,3S,4R,5R)-2,3,4-trisbenzyloxy-5-(benzyloxy-methyl)cyclohexyloxy]thiophene). The yield is 58.8%. Reaction SMILES: Cl[Si](C)(C)C.C([BH3-])#N.[Na+].[CH:10]1([C:13]2[CH:18]=[CH:17][C:16]([C:19]([C:21]3[S:22][C:23]([CH3:66])=[CH:24][C:25]=3[O:26][C@@H:27]3[CH2:32][C@H:31]([CH2:33][O:34][CH2:35][C:36]4[CH:41]=[CH:40][CH:39]=[CH:38][CH:37]=4)[C@@H:30]([O:42][CH2:43][C:44]4[CH:49]=[CH:48][CH:47]=[CH:46][CH:45]=4)[C@H:29]([O:50][CH2:51][C:52]4[CH:57]=[CH:56][CH:55]=[CH:54][CH:53]=4)[C@H:28]3[O:58][CH2:59][C:60]3[CH:65]=[CH:64][CH:63]=[CH:62][CH:61]=3)=O)=[CH:15][CH:14]=2)[CH2:12][CH2:11]1.C(Cl)Cl>C(#N)C>[CH:10]1([C:13]2[CH:14]=[CH:15][C:16]([CH2:19][C:21]3[S:22][C:23]([CH3:66])=[CH:24][C:25]=3[O:26][C@@H:27]3[CH2:32][C@H:31]([CH2:33][O:34][CH2:35][C:36]4[CH:41]=[CH:40][CH:39]=[CH:38][CH:37]=4)[C@@H:30]([O:42][CH2:43][C:44]4[CH:45]=[CH:46][CH:47]=[CH:48][CH:49]=4)[C@H:29]([O:50][CH2:51][C:52]4[CH:57]=[CH:56][CH:55]=[CH:54][CH:53]=4)[C@H:28]3[O:58][CH2:59][C:60]3[CH:65]=[CH:64][CH:63]=[CH:62][CH:61]=3)=[CH:17][CH:18]=2)[CH2:11][CH2:12]1 |f:1.2|. Reported procedure: In a nitrogen stream, chlorotrimethylsilane (0.46 mL, 3.56 mmol) and sodium cyanoborohydride (230 mg, 3.65 mmol) were added to an solution of (4-cyclopropylphenyl)-[5-methyl-3-((1R,2S,3S,4R,5R)-2,3,4-trisbenzyloxy-5-benzyloxymethylcyclohexyloxy)thiophen-2-yl]methanone (237 mg, 0.30 mmol) in acetonitrile (5 mL) under cooling with ice and the reaction mixture was stirred at 0° C. for one hour. Methylene chloride was added thereto and the mixture was subjected to Celite filtration, and the solvent ... The reactants are Cc1csc(Nc2ncc(C(O)C3CCOCC3)cc2Sc2ccccc2)n1, Cc1ccc(S(=O)(=O)O)cc1, Cc1ccccc1, Cl, Cl, O. Product: Cc1csc(Nc2ncc(C=C3CCOCC3)cc2Sc2ccccc2)n1, Cl. As a reaction SMILES: [CH3:2][c:3]1[n:4][c:5]([NH:8][c:9]2[c:10]([S:23][c:24]3[cH:25][cH:26][cH:27][cH:28][cH:29]3)[cH:11][c:12]([CH:15]([OH:16])[CH:17]3[CH2:18][CH2:19][O:20][CH2:21][CH2:22]3)[cH:13][n:14]2)[s:6][cH:7]1.[CH3:31][c:32]1[cH:33][cH:34][c:35]([S:36]([OH:37])(=[O:38])=[O:39])[cH:40][cH:41]1.[CH3:43][c:44]1[cH:45][cH:46][cH:47][cH:48][cH:49]1.[ClH:1].[ClH:42].[OH2:30]>>[CH3:2][c:3]1[n:4][c:5]([NH:8][c:9]2[c:10]([S:23][c:24]3[cH:25][cH:26][cH:27][cH:28][cH:29]3)[cH:11][c:12]([CH:15]=[C:17]3[CH2:18][CH2:19][O:20][CH2:21][CH2:22]3)[cH:13][n:14]2)[s:6][cH:7]1.[ClH:1]. The reactants are C(CCCCCCC)OC(C(=O)OCC)C (ethyl 2-octyloxypropionate), [H-].[H-].[H-].[H-].[Li+].[Al+3] (LiAlH4), Cl (hydrochloric acid), Cl (hydrochloric acid). The solvent is C(C)OCC (diethyl ether), C(C)OCC (diethyl ether). Reaction conditions: time 15 hour. Yields the product C(CCCCCCC)OC(CO)C (2-octyloxypropanol). The yield is 86.3%. As a reaction SMILES: [H-].[H-].[H-].[H-].[Li+].[Al+3].[CH2:7]([O:15][CH:16]([CH3:22])[C:17](OCC)=[O:18])[CH2:8][CH2:9][CH2:10][CH2:11][CH2:12][CH2:13][CH3:14].Cl>C(OCC)C>[CH2:7]([O:15][CH:16]([CH3:22])[CH2:17][OH:18])[CH2:8][CH2:9][CH2:10][CH2:11][CH2:12][CH2:13][CH3:14] |f:0.1.2.3.4.5|. Reported procedure: Then, 7.5 g of LiAlH4 was added to 250 ml of diethyl ether, followed by stirring for a little while. Then, a solution of 56 g of the above ester in 50 ml of diethyl ether was added dropwise in 2 hours at below 5° C. After the addition, the mixture was stirred at room temperature for 2 hours and allowed to stand for 15 hours. After the reaction, 30 ml of 5% hydrochloric acid was added, and 6N-hydrochloric acid was added to provide a pH of about 1, followed by extraction with ether. The product wa...